Dataset: the Open Reaction Database (ORD), a public repository of structured organic reaction records. Task: describe an organic reaction: reactants, conditions, products, and yield Reactants: C1CCOC1, CCOC(=O)CCCC1CCC(C)C1(C)C, [Na+], [OH-]. The product is CC1CCC(CCCC(=O)O)C1(C)C. RXN SMILES: [CH2:17]1[O:18][CH2:19][CH2:20][CH2:21]1.[CH3:1][C:2]1([CH3:16])[CH:3]([CH2:8][CH2:9][CH2:10][C:11](=[O:12])[O:13][CH2:14][CH3:15])[CH2:4][CH2:5][CH:6]1[CH3:7].[Na+:23].[OH-:22]>>[CH3:1][C:2]1([CH3:16])[CH:3]([CH2:8][CH2:9][CH2:10][C:11](=[O:12])[OH:13])[CH2:4][CH2:5][CH:6]1[CH3:7]. The reactants are NC1CCN(CC1)CC1CN2C=3C1=C(C=NC3C=CC2=O)Cl (4-[(4-amino-1-piperidinyl)methyl]-3-chloro-4,5-dihydro-7H-pyrrolo[3,2,1-de]-1,5-naphthyridin-7-one), O=C1COC2=C(N1)C=C(C=C2)C=O (3-oxo-3,4-dihydro-2H-benzo[1,4]oxazine-6-carboxaldehyde). The product is Cl.ClC=1C=NC=2C=CC(N3C2C1C(C3)CN3CCC(CC3)NCC=3C=CC1=C(NC(CO1)=O)C3)=O (3-Chloro-4-[(4-{[(3-oxo-3,4-dihydro-2H-1,4-benzoxazin-6-yl)methyl]amino}-1-piperidinyl)methyl]-4,5-dihydro-7H-pyrrolo[3,2,1-de]-1,5-naphthyridin-7-one Hydrochloride). Isolated yield 69.0%. As a reaction SMILES: [NH2:1][CH:2]1[CH2:7][CH2:6][N:5]([CH2:8][CH:9]2[C:13]3=[C:14]([Cl:22])[CH:15]=[N:16][C:17]4[CH:18]=[CH:19][C:20](=[O:21])[N:11]([C:12]=43)[CH2:10]2)[CH2:4][CH2:3]1.[O:23]=[C:24]1[NH:29][C:28]2[CH:30]=[C:31]([CH:34]=O)[CH:32]=[CH:33][C:27]=2[O:26][CH2:25]1>>[ClH:22].[Cl:22][C:14]1[CH:15]=[N:16][C:17]2[CH:18]=[CH:19][C:20](=[O:21])[N:11]3[CH2:10][CH:9]([CH2:8][N:5]4[CH2:6][CH2:7][CH:2]([NH:1][CH2:34][C:31]5[CH:32]=[CH:33][C:27]6[O:26][CH2:25][C:24](=[O:23])[NH:29][C:28]=6[CH:30]=5)[CH2:3][CH2:4]4)[C:13]=1[C:12]=23 |f:2.3|. Procedure details: The free base of the title compound was synthesised from 4-[(4-amino-1-piperidinyl)methyl]-3-chloro-4,5-dihydro-7H-pyrrolo[3,2,1-de]-1,5-naphthyridin-7-one and 3-oxo-3,4-dihydro-2H-benzo[1,4]oxazine-6-carboxaldehyde (for a synthesis see WO2002056882, Example 5(b)), according to the general method of Example 2(h), in 69% yield. Reactants: ClC=1C=C(C=CC1Cl)/C=C/C(=O)N1CCN(C(CC1)=O)CCCN1CCC2(C(NC(N2)=O)=O)CC1 (8-(3-{4-[(E)-3-(3,4-Dichloro-phenyl)-acryloyl]-7-oxo-[1,4]diazepan-1-yl}-propyl)-1,3,8-triaza-spiro[4.5]decane-2,4-dione), IC (iodomethane). Run in CO (MeOH). Reaction conditions: time 2 day. The product is [I-].ClC=1C=C(C=CC1Cl)/C=C/C(=O)N1CCN(C(CC1)=O)CCC[N+]1(CCC2(C(NC(N2)=O)=O)CC1)C (8-(3-{4-[(E)-3-(3,4-Dichloro-phenyl)-acryloyl]-7-oxo-[1,4]diazepan-1-yl}-propyl)-8-methyl-2,4-dioxo-1,3-diaza-8-azonia-spiro[4.5]decane iodide). Yield: 103.0%. Reaction SMILES: [Cl:1][C:2]1[CH:3]=[C:4](/[CH:9]=[CH:10]/[C:11]([N:13]2[CH2:19][CH2:18][C:17](=[O:20])[N:16]([CH2:21][CH2:22][CH2:23][N:24]3[CH2:35][CH2:34][C:27]4([NH:31][C:30](=[O:32])[NH:29][C:28]4=[O:33])[CH2:26][CH2:25]3)[CH2:15][CH2:14]2)=[O:12])[CH:5]=[CH:6][C:7]=1[Cl:8].[I:36][CH3:37]>CO>[I-:36].[Cl:1][C:2]1[CH:3]=[C:4](/[CH:9]=[CH:10]/[C:11]([N:13]2[CH2:19][CH2:18][C:17](=[O:20])[N:16]([CH2:21][CH2:22][CH2:23][N+:24]3([CH3:37])[CH2:35][CH2:34][C:27]4([NH:31][C:30](=[O:32])[NH:29][C:28]4=[O:33])[CH2:26][CH2:25]3)[CH2:15][CH2:14]2)=[O:12])[CH:5]=[CH:6][C:7]=1[Cl:8] |f:3.4|. Procedure: To a solution of 8-(3-{4-[(E)-3-(3,4-Dichloro-phenyl)-acryloyl]-7-oxo-[1,4]diazepan-1-yl}-propyl)-1,3,8-triaza-spiro[4.5]decane-2,4-dione (example 48) (10 mg, 19 umol) in MeOH (0.5 ml) was added iodomethane (10 uL, 95 umol) and the reaction left for 2 days at room temperature. Concentration of the mixture affording the title product (13 mg, 98%) as a white solid. MS: 536.1 (M+, 2Cl). Starting materials: ClN1C(CCC1=O)=O (N-chlorosuccinimide), ClC=1C(=CSC1)NC(C(F)(F)F)=O (4-chloro-3-trifluoroacetylaminothiophene). Run in C(C)(=O)O (acetic acid), C(C)(=O)O (acetic acid). Run at time 35 minute. Yields the product ClC=1SC=C(C1NC(C(F)(F)F)=O)Cl (2,4-Dichloro-3-trifluoroacetylaminothiophene). RXN SMILES: [Cl:1]N1C(=O)CCC1=O.[Cl:9][C:10]1[C:11]([NH:15][C:16](=[O:21])[C:17]([F:20])([F:19])[F:18])=[CH:12][S:13][CH:14]=1>C(O)(=O)C>[Cl:1][C:12]1[S:13][CH:14]=[C:10]([Cl:9])[C:11]=1[NH:15][C:16](=[O:21])[C:17]([F:18])([F:20])[F:19]. Procedure details: A solution of 1.4 g of N-chlorosuccinimide in 25 ml of glacial acetic acid was added dropwise with stirring to a solution of 2.3 g of 4-chloro-3-trifluoroacetylaminothiophene in 60 ml of glacial acetic acid, the mixture was stirred at 40–45° C. for a further 35 minutes and the solvent was distilled off. The residue was admixed with water and extracted with ethyl acetate, the organic phase was washed with water and dried over sodium sulfate, and the solvent was distilled off. The residue was puri...